This data is from the Open Reaction Database (ORD), a public repository of structured organic reaction records. The task is: describe an organic reaction: reactants, conditions, products, and yield The reactants are CN, Cc1ccc(S(=O)(=O)[O-])c(CCCC(F)(F)C(F)(F)C(F)(F)C(F)(F)C(F)(F)C(F)(F)F)c1, C1CCOC1. Yields the product CNCCCC(F)(F)C(F)(F)C(F)(F)C(F)(F)C(F)(F)C(F)(F)F. Reaction SMILES: [CH3:1][NH2:2].[F:3][C:4]([CH2:5][CH2:6][CH2:7][c:8]1[cH:9][c:10]([CH3:11])[cH:12][cH:13][c:14]1[S:15](=[O:16])(=[O:17])[O-:18])([C:19]([C:20]([C:21]([C:22]([C:23]([F:24])([F:25])[F:26])([F:27])[F:28])([F:29])[F:30])([F:31])[F:32])([F:33])[F:34])[F:35].[O:36]1[CH2:37][CH2:38][CH2:39][CH2:40]1>>[CH3:1][NH:2][CH2:7][CH2:6][CH2:5][C:4]([F:3])([C:19]([C:20]([C:21]([C:22]([C:23]([F:24])([F:25])[F:26])([F:27])[F:28])([F:29])[F:30])([F:31])[F:32])([F:33])[F:34])[F:35]. Reactants: CCOC(=O)c1cc(C(C)C)[nH]c1C(=O)OCC, [H-], [Na+], CN(C)C=O, O. Product: CCOC(=O)c1cc(C(C)C)n(N)c1C(=O)OCC. RXN SMILES: [CH:1]([CH3:2])([CH3:3])[c:4]1[cH:5][c:6]([C:14](=[O:15])[O:16][CH2:17][CH3:18])[c:7]([C:9](=[O:10])[O:11][CH2:12][CH3:13])[nH:8]1.[H-:20].[Na+:19].[O:22]=[CH:23][N:24]([CH3:25])[CH3:26].[OH2:21]>>[CH:1]([CH3:2])([CH3:3])[c:4]1[cH:5][c:6]([C:14](=[O:15])[O:16][CH2:17][CH3:18])[c:7]([C:9](=[O:10])[O:11][CH2:12][CH3:13])[n:8]1[NH2:24]. Reactants: C(C1=CC=CC=C1)[C@@H]1NC(OC1)=O ((S)-(−)-4-benzyl-2-oxazolidinone), C(CCC)[Li] (n-butyl lithium), C1(CCCCC1)CC(=O)Cl (cyclohexylacetyl chloride). Run in C1CCOC1 (THF). Conditions: time 0.5 hour. Product: C(C1=CC=CC=C1)C1N(C(OC1)=O)C(CC1CCCCC1)=O (4-Benzyl-3-(2-cyclohexyl-acetyl)-oxazolidin-2-one). Reaction SMILES: [CH2:1]([C@H:8]1[CH2:12][O:11][C:10](=[O:13])[NH:9]1)[C:2]1[CH:7]=[CH:6][CH:5]=[CH:4][CH:3]=1.C([Li])CCC.[CH:19]1([CH2:25][C:26](Cl)=[O:27])[CH2:24][CH2:23][CH2:22][CH2:21][CH2:20]1>C1COCC1>[CH2:1]([CH:8]1[CH2:12][O:11][C:10](=[O:13])[N:9]1[C:26](=[O:27])[CH2:25][CH:19]1[CH2:24][CH2:23][CH2:22][CH2:21][CH2:20]1)[C:2]1[CH:3]=[CH:4][CH:5]=[CH:6][CH:7]=1. Procedure details: Thionyl chloride (20.0 mL) was added dropwise to cyclohexyl acetic acid (10.0 g, 70 mmol). After cessation of gas evolution, the reaction mixture was heated to reflux overnight. The reaction mixture was then concentrated in vacuo to yield cyclohexyl acetyl chloride. To a solution of (S)-(−)-4-benzyl-2-oxazolidinone (11.6 g, 65 mmol) in THF (130 mL) at −60° C. was added 1.6 M n-butyl lithium (42 mL, 67 mmol), dropwise, and the reaction mixture was stirred for 0.5 h. To the resulting solution was ... Starting materials: CN1CCC2(CC1)C(C1=C(SC3=C2C=CC=C3)C=CC=C1)=O (10,11-dihydro-1'-methyl-11-oxospiro[dibenz(b,f)thiepin-10,4'-piperidine]), base. Solvent: O1CCCC1 (tetrahydrofuran). The product is OC1C2=C(SC3=C(C=CC=C3)C13CCN(CC3)C)C=CC=C2 (10,11-dihydro-11-hydroxy-1'-methylspiro[dibenz(b,f)thiepin-10,4'-piperidine]). Reaction SMILES: [CH3:1][N:2]1[CH2:7][CH2:6][C:5]2([C:13]3[CH:14]=[CH:15][CH:16]=[CH:17][C:12]=3[S:11][C:10]3[CH:18]=[CH:19][CH:20]=[CH:21][C:9]=3[C:8]2=[O:22])[CH2:4][CH2:3]1>O1CCCC1>[OH:22][CH:8]1[C:5]2([CH2:6][CH2:7][N:2]([CH3:1])[CH2:3][CH2:4]2)[C:13]2[CH:14]=[CH:15][CH:16]=[CH:17][C:12]=2[S:11][C:10]2[CH:18]=[CH:19][CH:20]=[CH:21][C:9]1=2. Procedure: A solution of 5.0 g of 10,11-dihydro-1'-methyl-11-oxospiro[dibenz(b,f)thiepin-10,4'-piperidine], free base of Example 8, in 40 ml of tetrahydrofuran is treated according to the procedure of Example 7 to provide 10,11-dihydro-11-hydroxy-1'-methylspiro[dibenz(b,f)thiepin-10,4'-piperidine].